This data is from the Open Reaction Database (ORD), a public repository of structured organic reaction records. The task is: describe an organic reaction: reactants, conditions, products, and yield The reactants are O=[N+]([O-])[O-].[O-][N+]([O-])=O.[O-][N+]([O-])=O.[O-][N+]([O-])=O.[O-][N+]([O-])=O.[O-][N+]([O-])=O.[Ce+4].[NH4+].[NH4+] (CAN), COC=1C(=C(CC=2C=CC(=C(C(=O)N3CCCCC3)C2)C=2C=NC=CC2)C(=C(C1OC)OC)OC)C (N-[5-(3,4,5,6-Tetramethoxy-2-methylbenzyl)-2-(3-pyridyl)benzoyl]piperidine), C(O)([O-])=O.[Na+] (sodium hydrogen carbonate). Solvent: C(C)#N (acetonitrile), O (water), O (water). Run at time 1 hour. Yields the product COC=1C(C(=C(C(C1OC)=O)CC=1C=CC(=C(C(=O)N2CCCCC2)C1)C=1C=NC=CC1)C)=O (N-[5-(5,6-Dimethoxy-3-methyl-1,4-benzoquinon-2-yl)methyl-2-(3-pyridyl)benzoyl]piperidine). Yield: 64.5%. Reaction SMILES: C[O:2][C:3]1[C:4]([CH3:36])=[C:5]([C:27]([O:34]C)=[C:28]([O:32][CH3:33])[C:29]=1[O:30][CH3:31])[CH2:6][C:7]1[CH:8]=[CH:9][C:10]([C:21]2[CH:22]=[N:23][CH:24]=[CH:25][CH:26]=2)=[C:11]([CH:20]=1)[C:12]([N:14]1[CH2:19][CH2:18][CH2:17][CH2:16][CH2:15]1)=[O:13].O=[N+]([O-])[O-].[O-][N+](=O)[O-].[O-][N+](=O)[O-].[O-][N+](=O)[O-].[O-][N+](=O)[O-].[O-][N+](=O)[O-].[Ce+4].[NH4+].[NH4+].C(=O)([O-])O.[Na+]>C(#N)C.O>[CH3:31][O:30][C:29]1[C:3](=[O:2])[C:4]([CH3:36])=[C:5]([CH2:6][C:7]2[CH:8]=[CH:9][C:10]([C:21]3[CH:22]=[N:23][CH:24]=[CH:25][CH:26]=3)=[C:11]([CH:20]=2)[C:12]([N:14]2[CH2:15][CH2:16][CH2:17][CH2:18][CH2:19]2)=[O:13])[C:27](=[O:34])[C:28]=1[O:32][CH3:33] |f:1.2.3.4.5.6.7.8.9,10.11|. Procedure: N-[5-(3,4,5,6-Tetramethoxy-2-methylbenzyl)-2-(3-pyridyl)benzoyl]piperidine (33 mg, 0.0673 mmol) was dissolved in a mixed solvent of acetonitrile (6 ml) and water (2 ml), then CAN (92 mg, 0.1678 mmol) was added thereto at room temperature and the mixture was stirred for 1 hour. The reaction solution was poured into water, neutralized with a saturated aqueous solution of sodium hydrogen carbonate and extracted with ethyl acetate. The extract was washed with water and dried and the solvent was evap... As a reaction SMILES: [CH3:1][c:2]1[c:19](B2OC(C)(C)C(C)(C)O2)[cH:18][c:17]([c:4]3[cH:3]1)[C:15](=[O:16])[N:7]([C@@H:8]4[C@@H:13]([OH:14])[CH2:12][O:11][CH2:10][CH2:9]4)[CH2:6][CH2:5]3.[CH3:20][c:21]1[n:25][c:24]([c:26]2[cH:32][cH:31][c:29]([CH2:30]Cl)[cH:28][cH:27]2)[cH:23][o:22]1>>[CH3:20][c:21]1[n:25][c:24]([c:26]2[cH:32][cH:31][c:29]([CH2:30][c:19]3[c:2]([CH3:1])[cH:3][c:4]([c:17]4[cH:18]3)[CH2:5][CH2:6][N:7]([C@@H:8]5[C@@H:13]([OH:14])[CH2:12][O:11][CH2:10][CH2:9]5)[C:15]4=[O:16])[cH:28][cH:27]2)[cH:23][o:22]1. Yields the product Cc1occ(n1)c2ccc(Cc3cc4C(=O)N(CCc4cc3C)[C@H]5CCOC[C@@H]5O)cc2. The reactants are c1(ccc(cc1)c1coc(n1)C)CCl, C1[C@@H]([C@H](CCO1)N1C(c2cc(c(cc2CC1)C)B1OC(C(O1)(C)C)(C)C)=O)O. Run in CC#N (MeCN). Conditions: temperature 100 celsius, time 18 hour. Reagents/catalysts: c1ccc(cc1)-c2c3ccccc3cc4ccccc24 (9-Phenylanthracene), [OH-].[Na+]Â Â  (NaOH), O (water), O1c2c(C(c3c1c(ccc3)P(c1ccccc1)c1ccccc1)(C)C)cccc2P(c1ccccc1)c1ccccc1.Cl[Pd]Cl (Pd(XanthPhos)Cl2). Starting materials: C[Mg]Br (methylmagnesium bromide), FC1=C2C=CC=NC2=CC(=C1C(=O)C1=CN=C2N1N=C(C=C2)C=2C=NN(C2)C)F ((5,7-Difluoro-quinolin-6-yl)-[6-(1-methyl-1H-pyrazol-4-yl)-imidazo[1,2-b]pyridazin-3-yl]-methanone), C[Mg]Br (methylmagnesium bromide). Solvent: C1CCOC1 (THF). Reaction conditions: temperature 0 celsius, time 15 minute. Yields the product FC1=C2C=CC=NC2=CC(=C1C(C)(O)C1=CN=C2N1N=C(C=C2)C=2C=NN(C2)C)F ((rac)-1-(5,7-Difluoro-quinolin-6-yl)-1-[6-(1-methyl-1H-pyrazol-4-yl)-imidazo[1,2-b]pyridazin-3-yl]-ethanol). RXN SMILES: [F:1][C:2]1[C:11]([C:12]([C:14]2[N:18]3[N:19]=[C:20]([C:23]4[CH:24]=[N:25][N:26]([CH3:28])[CH:27]=4)[CH:21]=[CH:22][C:17]3=[N:16][CH:15]=2)=[O:13])=[C:10]([F:29])[CH:9]=[C:8]2[C:3]=1[CH:4]=[CH:5][CH:6]=[N:7]2.[CH3:30][Mg]Br>C1COCC1>[F:1][C:2]1[C:11]([C:12]([C:14]2[N:18]3[N:19]=[C:20]([C:23]4[CH:24]=[N:25][N:26]([CH3:28])[CH:27]=4)[CH:21]=[CH:22][C:17]3=[N:16][CH:15]=2)([OH:13])[CH3:30])=[C:10]([F:29])[CH:9]=[C:8]2[C:3]=1[CH:4]=[CH:5][CH:6]=[N:7]2. Procedure details: (5,7-Difluoro-quinolin-6-yl)-[6-(1-methyl-1H-pyrazol-4-yl)-imidazo[1,2-b]pyridazin-3-yl]-methanone (Stage 191.2, 666 mg, 1.706 mmol) was dissolved in THF (13 mL) and the mixture was cooled down to 0° C. with an ice bath. A solution of methylmagnesium bromide (1.4 M, 3.05 mL) was added slowly. The RM was stirred at 0° C. for 15 min then it was warmed up to rt. After 4 h stirring, more methylmagnesium bromide (1.4 M, 1.0 mL) was added and after 1 h stirring, the reaction was quenched with a few mL... The reactants are C[Si](C)(C)N=C=O, C1COCCO1, O, ONCc1ccc(N2CCC3(CC2)OCCO3)cc1. Yields the product NC(=O)N(O)Cc1ccc(N2CCC3(CC2)OCCO3)cc1. As a reaction SMILES: [CH3:1][Si:2]([CH3:3])([CH3:4])[N:5]=[C:6]=[O:7].[O:27]1[CH2:28][CH2:29][O:30][CH2:31][CH2:32]1.[OH2:33].[OH:8][NH:9][CH2:10][c:11]1[cH:12][cH:13][c:14]([N:17]2[CH2:18][CH2:19][C:20]3([O:21][CH2:22][CH2:23][O:24]3)[CH2:25][CH2:26]2)[cH:15][cH:16]1>>[NH2:5][C:6](=[O:7])[N:9]([OH:8])[CH2:10][c:11]1[cH:12][cH:13][c:14]([N:17]2[CH2:18][CH2:19][C:20]3([O:21][CH2:22][CH2:23][O:24]3)[CH2:25][CH2:26]2)[cH:15][cH:16]1. Reactants: CCO, Fc1ccc(Oc2nc3[nH]nc(-c4ccccc4Cl)c3nc2Cl)c(F)c1, CC(O)CN. Product: CC(O)CNc1nc2c(-c3ccccc3Cl)n[nH]c2nc1Oc1ccc(F)cc1F. RXN SMILES: [CH3:32][CH2:33][OH:34].[Cl:1][c:2]1[n:3][c:4]2[c:5]([n:6][c:7]1[O:8][c:9]1[c:10]([F:16])[cH:11][c:12]([F:15])[cH:13][cH:14]1)[nH:17][n:18][c:19]2-[c:20]1[c:21]([Cl:26])[cH:22][cH:23][cH:24][cH:25]1.[NH2:27][CH2:28][CH:29]([CH3:30])[OH:31]>>[c:2]1([NH:27][CH2:28][CH:29]([CH3:30])[OH:31])[n:3][c:4]2[c:5]([n:6][c:7]1[O:8][c:9]1[c:10]([F:16])[cH:11][c:12]([F:15])[cH:13][cH:14]1)[nH:17][n:18][c:19]2-[c:20]1[c:21]([Cl:26])[cH:22][cH:23][cH:24][cH:25]1. The reactants are [Cu+], Ic1n[nH]c2ccccc12, CCCC[Sn](CCCC)(CCCC)c1nc(N2CCOCC2)c2nc(CN3CCC(C(C)(C)O)CC3)sc2n1, C1COCCO1, c1ccc(P(c2ccccc2)(c2ccccc2)[Pd](P(c2ccccc2)(c2ccccc2)c2ccccc2)(P(c2ccccc2)(c2ccccc2)c2ccccc2)P(c2ccccc2)(c2ccccc2)c2ccccc2)cc1, O=C([O-])c1cccs1. Product: CC(C)(O)C1CCN(Cc2nc3c(N4CCOCC4)nc(-c4n[nH]c5ccccc45)nc3s2)CC1. As a reaction SMILES: [Cu+:64].[I:40][c:41]1[n:42][nH:43][c:44]2[cH:45][cH:46][cH:47][cH:48][c:49]12.[O:1]1[CH2:2][CH2:3][N:4]([c:7]2[c:8]3[c:9]([n:10][c:11]([Sn:13]([CH2:14][CH2:15][CH2:16][CH3:17])([CH2:18][CH2:19][CH2:20][CH3:21])[CH2:22][CH2:23][CH2:24][CH3:25])[n:12]2)[s:26][c:27]([CH2:29][N:30]2[CH2:31][CH2:32][CH:33]([C:36]([CH3:37])([CH3:38])[OH:39])[CH2:34][CH2:35]2)[n:28]3)[CH2:5][CH2:6]1.[O:50]1[CH2:51][CH2:52][O:53][CH2:54][CH2:55]1.[cH:65]1[cH:66][cH:67][c:68]([P:69]([Pd:70]([P:71]([c:72]2[cH:73][cH:74][cH:75][cH:76][cH:77]2)([c:78]2[cH:79][cH:80][cH:81][cH:82][cH:83]2)[c:84]2[cH:85][cH:86][cH:87][cH:88][cH:89]2)([P:90]([c:91]2[cH:92][cH:93][cH:94][cH:95][cH:96]2)([c:97]2[cH:98][cH:99][cH:100][cH:101][cH:102]2)[c:103]2[cH:104][cH:105][cH:106][cH:107][cH:108]2)[P:109]([c:110]2[cH:111][cH:112][cH:113][cH:114][cH:115]2)([c:116]2[cH:117][cH:118][cH:119][cH:120][cH:121]2)[c:122]2[cH:123][cH:124][cH:125][cH:126][cH:127]2)([c:128]2[cH:129][cH:130][cH:131][cH:132][cH:133]2)[c:134]2[cH:135][cH:136][cH:137][cH:138][cH:139]2)[cH:140][cH:141]1.[s:56]1[cH:57][cH:58][cH:59][c:60]1[C:61]([O-:62])=[O:63]>>[O:1]1[CH2:2][CH2:3][N:4]([c:7]2[c:8]3[c:9]([n:10][c:11](-[c:41]4[n:42][nH:43][c:44]5[cH:45][cH:46][cH:47][cH:48][c:49]45)[n:12]2)[s:26][c:27]([CH2:29][N:30]2[CH2:31][CH2:32][CH:33]([C:36]([CH3:37])([CH3:38])[OH:39])[CH2:34][CH2:35]2)[n:28]3)[CH2:5][CH2:6]1. The product is CN(C)N=NC=1C2=C([Se]C1C(=O)O)CCCC2 (3-[(dimethylamino)diazenyl]-4,5,6,7-tetrahydrobenzo[1,2-b]selenophene-2-carboxylic acid). Reported procedure: The hydrolysis of methyl 3-[(dimethylamino)diazenyl]-4,5,6,7-tetrahydrobenzo[2,1-d]selenophene-2-carboxylate with sodium hydroxide gave the required 3-[(dimethylamino)diazenyl]-4,5,6,7-tetrahydrobenzo[1,2-b]selenophene-2-carboxylic acid (compound 9). As a reaction SMILES: [CH3:1][N:2]([N:4]=[N:5][C:6]1[C:10]2[CH2:11][CH2:12][CH2:13][CH2:14][C:9]=2[Se:8][C:7]=1[C:15]([O:17]C)=[O:16])[CH3:3].[OH-].[Na+]>>[CH3:3][N:2]([N:4]=[N:5][C:6]1[C:10]2[CH2:11][CH2:12][CH2:13][CH2:14][C:9]=2[Se:8][C:7]=1[C:15]([OH:17])=[O:16])[CH3:1] |f:1.2|. The reactants are CN(C)N=NC1=C([Se]C2=C1CCCC2)C(=O)OC (methyl 3-[(dimethylamino)diazenyl]-4,5,6,7-tetrahydrobenzo[2,1-d]selenophene-2-carboxylate), [OH-].[Na+] (sodium hydroxide).